From a dataset of the Open Reaction Database (ORD), a public repository of structured organic reaction records. describe an organic reaction: reactants, conditions, products, and yield The reactants are Cc1ccnc(C=Cc2nn(C3CCCCO3)c3cc(Nc4ccccc4C(=O)NCC#CCO[Si](C)(C)C(C)(C)C)ccc23)c1, Cc1ccnc(C=Cc2nn(C3CCCCO3)c3cc(Nc4ccccc4C(=O)NCC#CCO)ccc23)c1. Product: Cc1ccnc(C=Cc2n[nH]c3cc(Nc4ccccc4C(=O)NCC#CCO)ccc23)c1. As a reaction SMILES: [C:40]([Si:41]([CH3:42])([CH3:43])[O:44][CH2:45][C:46]#[C:47][CH2:48][NH:49][C:50](=[O:51])[c:52]1[cH:53][cH:54][cH:55][cH:56][c:57]1[NH:58][c:59]1[cH:60][c:61]2[c:62]([c:63]([CH:64]=[CH:65][c:66]3[cH:67][c:68]([CH3:69])[cH:70][cH:71][n:72]3)[n:73][n:74]2[CH:75]2[CH2:76][CH2:77][CH2:78][CH2:79][O:80]2)[cH:81][cH:82]1)([CH3:83])([CH3:84])[CH3:85].[OH:1][CH2:2][C:3]#[C:4][CH2:5][NH:6][C:7]([c:8]1[c:9]([NH:14][c:15]2[cH:16][cH:17][c:18]3[c:19]([CH:30]=[CH:31][c:32]4[n:33][cH:34][cH:35][c:36]([CH3:38])[cH:37]4)[n:20][n:21]([CH:24]4[CH2:25][CH2:26][CH2:27][CH2:28][O:29]4)[c:22]3[cH:23]2)[cH:10][cH:11][cH:12][cH:13]1)=[O:39]>>[OH:1][CH2:2][C:3]#[C:4][CH2:5][NH:6][C:7]([c:8]1[c:9]([NH:14][c:15]2[cH:16][cH:17][c:18]3[c:19]([CH:30]=[CH:31][c:32]4[n:33][cH:34][cH:35][c:36]([CH3:38])[cH:37]4)[n:20][nH:21][c:22]3[cH:23]2)[cH:10][cH:11][cH:12][cH:13]1)=[O:39]. Starting materials: N(=O)[O-].[Na+] (sodium nitrite), C1(CCCCC1)CCBr (2-cyclohexylethylbromide). Reaction conditions: temperature 25 celsius, time 18 hour. Product: [N+](=O)([O-])CCC1CCCCC1 (2-nitroethylcyclohexane). Yield: 44.5%. Reaction SMILES: [N:1]([O-:3])=[O:2].[Na+].[CH:5]1([CH2:11][CH2:12]Br)[CH2:10][CH2:9][CH2:8][CH2:7][CH2:6]1>>[N+:1]([CH2:12][CH2:11][CH:5]1[CH2:10][CH2:9][CH2:8][CH2:7][CH2:6]1)([O-:3])=[O:2] |f:0.1|. Procedure details: An oven-dried 1 liter 3-necked flask fitted with dropping funnel, thermometer and 31 g sodium nitrite. The mixture was stirred at 5° C. while 50 g 2-cyclohexylethylbromide (Aldrich) was added over 5 minutes. The cooling bath was removed and the mixture was stirred at 25° C. for 18 hours, poured into 1.5 l cold water and the mixture was repeatedly extracted (4×150 ml) with petroleum ether which was washed with water (2×10 ml) and dried over magnesium sulfate. The solvent was removed at reduced pr... Starting materials: CCC1CCc2ccc(Br)cc21, [Li]C(C)(C)C, C1CCCCC1, CC(C)(C)OC(=O)N=NC(=O)OC(C)(C)C, C1CCOC1. Product: CCC1CCc2ccc(N(NC(=O)OC(C)(C)C)C(=O)OC(C)(C)C)cc21. As a reaction SMILES: [Br:1][c:2]1[cH:3][cH:4][c:5]2[c:9]([cH:10]1)[CH:8]([CH2:11][CH3:12])[CH2:7][CH2:6]2.[C:13]([Li:14])([CH3:15])([CH3:16])[CH3:17].[CH2:39]1[CH2:40][CH2:41][CH2:42][CH2:43][CH2:44]1.[N:18](=[N:19][C:20](=[O:21])[O:22][C:23]([CH3:24])([CH3:25])[CH3:26])[C:27](=[O:28])[O:29][C:30]([CH3:31])([CH3:32])[CH3:33].[O:34]1[CH2:35][CH2:36][CH2:37][CH2:38]1>>[c:2]1([N:18]([NH:19][C:20](=[O:21])[O:22][C:23]([CH3:24])([CH3:25])[CH3:26])[C:27](=[O:28])[O:29][C:30]([CH3:31])([CH3:32])[CH3:33])[cH:3][cH:4][c:5]2[c:9]([cH:10]1)[CH:8]([CH2:11][CH3:12])[CH2:7][CH2:6]2. The reactants are O=C([O-])[O-], CI, CN(C)C=O, CCOC(C)=O, CCCc1c(Cc2ccc(-c3ccccc3C#N)cc2)c(=O)[nH]c2nc(C3CC3)nn12, [K+], [K+]. Yields the product CCCc1c(Cc2ccc(-c3ccccc3C#N)cc2)c(=O)n(C)c2nc(C3CC3)nn12. As a reaction SMILES: [C:34](=[O:35])([O-:36])[O-:37].[CH3:32][I:33].[CH3:40][N:41]([CH3:42])[CH:43]=[O:44].[CH3:45][CH2:46][O:47][C:48](=[O:49])[CH3:50].[CH:1]1([c:4]2[n:5][n:6]3[c:7]([nH:8][c:9](=[O:30])[c:10]([CH2:15][c:16]4[cH:17][cH:18][c:19](-[c:22]5[c:23]([C:28]#[N:29])[cH:24][cH:25][cH:26][cH:27]5)[cH:20][cH:21]4)[c:11]3[CH2:12][CH2:13][CH3:14])[n:31]2)[CH2:2][CH2:3]1.[K+:38].[K+:39]>>[CH:1]1([c:4]2[n:5][n:6]3[c:7]([n:8]([CH3:34])[c:9](=[O:30])[c:10]([CH2:15][c:16]4[cH:17][cH:18][c:19](-[c:22]5[c:23]([C:28]#[N:29])[cH:24][cH:25][cH:26][cH:27]5)[cH:20][cH:21]4)[c:11]3[CH2:12][CH2:13][CH3:14])[n:31]2)[CH2:2][CH2:3]1.